Dataset: the Open Reaction Database (ORD), a public repository of structured organic reaction records. Task: describe an organic reaction: reactants, conditions, products, and yield The reactants are CNS(=O)(=O)CC1=CC=C(C=C1)[N+](=O)[O-] (N-methyl-4-nitrobenzenemethanesulphonamide), Cl (hydrochloric acid), [H][H] (hydrogen). Reagents/catalysts: [Pd]=O (palladium oxide). Run in C(C)O (ethanol), O (water). Product: Cl.NC1=CC=C(C=C1)CS(=O)(=O)NC (4-Amino-N-methylbenzenemethanesulphonamide, hydrochloride). Reaction SMILES: [CH3:1][NH:2][S:3]([CH2:6][C:7]1[CH:12]=[CH:11][C:10]([N+:13]([O-])=O)=[CH:9][CH:8]=1)(=[O:5])=[O:4].[H][H].[ClH:18]>C(O)C.O.[Pd]=O>[ClH:18].[NH2:13][C:10]1[CH:11]=[CH:12][C:7]([CH2:6][S:3]([NH:2][CH3:1])(=[O:5])=[O:4])=[CH:8][CH:9]=1 |f:6.7|. Reported procedure: A suspension of N-methyl-4-nitrobenzenemethanesulphonamide (30 g) in ethanol (150 ml), water (300 ml) and hydrochloric acid (2N, 65 ml) was hydrogenated over 10% palladium oxide on charcoal (7.5 g, 50% paste with water) until hydrogen uptake ceased (9.75 l). The catalyst was removed by filtration through "hyflo" and the filter pad was washed with water (30 ml). The filtrate was evaporated under reduced pressure to give the title compound as a pale yellow powder (28.2 g) m.p. 143°-144° C.